From a dataset of the Open Reaction Database (ORD), a public repository of structured organic reaction records. describe an organic reaction: reactants, conditions, products, and yield Starting materials: NC=1C(N(N=CC1)C)=O (4-Amino-2-methyl-2H-pyridazin-3-one), FC(C=1C=C(OC2CCNCC2)C=CC1)(F)F (4-(3-trifluoromethyl-phenoxy)-piperidine), Cl.FC(C1=C(OC2CCNCC2)C=CC=C1)(F)F (4-(2-Trifluoromethyl-phenoxy)-piperidine hydrochloride). Isolated yield 36.0%. The product is CN1N=CC=C(C1=O)NC(=O)N1CCC(CC1)OC1=CC=CC(=C1)C(F)(F)F (4-(5-trifluoromethyl-phenoxy)-piperidine-1-carboxylic acid (2-methyl-3-oxo-2,3-dihydro-pyridazin-4-yl)-amide). RXN SMILES: [NH2:1][C:2]1[C:3](=[O:9])[N:4]([CH3:8])[N:5]=[CH:6][CH:7]=1.[F:10][C:11]([F:26])([F:25])[C:12]1[CH:13]=[C:14]([CH:22]=[CH:23][CH:24]=1)[O:15][CH:16]1[CH2:21][CH2:20][NH:19][CH2:18][CH2:17]1.Cl.FC(F)(F)C1C=CC=C[C:31]=1[O:32]C1CCNCC1>>[CH3:8][N:4]1[C:3](=[O:9])[C:2]([NH:1][C:31]([N:19]2[CH2:18][CH2:17][CH:16]([O:15][C:14]3[CH:13]=[C:12]([C:11]([F:10])([F:25])[F:26])[CH:24]=[CH:23][CH:22]=3)[CH2:21][CH2:20]2)=[O:32])=[CH:7][CH:6]=[N:5]1 |f:2.3|. Reported procedure: Compound 58 is prepared from intermediate 4c and from 4-(3-trifluoromethyl-phenoxy)-piperidine (obtained following the method described for intermediate 1a), applying synthesis method 7 (yield: 36%).